Dataset: the Open Reaction Database (ORD), a public repository of structured organic reaction records. Task: describe an organic reaction: reactants, conditions, products, and yield Reactants: Cl.CON (O-methylhydroxylamine hydrochloride), C(C)(=O)[O-].[Na+] (sodium acetate), C (charcoal), CC1=C(N=C(N1)C=1C=NC=CC1)C(C)=O (1-[5-methyl-2-(3-pyridinyl)-1H-imidazol-4-yl]ethanone), C (charcoal). The solvent is O (water), O (water). Run at temperature 5 celsius. Yields the product CON=C(C)C=1N=C(NC1C)C=1C=NC=CC1 (1-[5-Methyl-2-(3-pyridinyl)-1H-imidazol-4-yl]-ethanone O-methyloxime). As a reaction SMILES: [CH3:1][C:2]1[NH:6][C:5]([C:7]2[CH:8]=[N:9][CH:10]=[CH:11][CH:12]=2)=[N:4][C:3]=1[C:13](=O)[CH3:14].C.Cl.[CH3:18][O:19][NH2:20].C([O-])(=O)C.[Na+]>O>[CH3:18][O:19][N:20]=[C:13]([C:3]1[N:4]=[C:5]([C:7]2[CH:8]=[N:9][CH:10]=[CH:11][CH:12]=2)[NH:6][C:2]=1[CH3:1])[CH3:14] |f:2.3,4.5|. Procedure: A 4.0 g (0.002 mole) amount of 1-[5-methyl-2-(3-pyridinyl)-1H-imidazol-4-yl]ethanone was dissolved in 150 ml of boiling water. The solution was clarified by treatment with activated charcoal, then filtered. The filtrate was added to a mixture of 2.0 g (0.025 mole) of O-methylhydroxylamine hydrochloride, 2.0 g (0.025 mole) of sodium acetate and 10 ml of water. This mixture was stirred and heated on a steam bath for 16 hours. The hot solution was clarified with activated charcoal and filtered. A 1... The reactants are FC1=C(C(=O)O)C(=CC=C1NS(=O)(=O)CCC)F (2,6-difluoro-3-(propane-1-sulfonylamino)-benzoic acid), S(=O)(Cl)Cl (thionyl chloride). Solvent: C1(=CC=CC=C1)C (toluene). Product: FC1=C(C(=O)Cl)C(=CC=C1NS(=O)(=O)CCC)F (2,6-difluoro-3-(propane-1-sulfonylamino)-benzoyl chloride). RXN SMILES: [F:1][C:2]1[C:10]([NH:11][S:12]([CH2:15][CH2:16][CH3:17])(=[O:14])=[O:13])=[CH:9][CH:8]=[C:7]([F:18])[C:3]=1[C:4](O)=[O:5].S(Cl)([Cl:21])=O>C1(C)C=CC=CC=1>[F:1][C:2]1[C:10]([NH:11][S:12]([CH2:15][CH2:16][CH3:17])(=[O:14])=[O:13])=[CH:9][CH:8]=[C:7]([F:18])[C:3]=1[C:4]([Cl:21])=[O:5]. Reported procedure: To 2,6-difluoro-3-(propane-1-sulfonylamino)-benzoic acid (53, 1.50 g, 5.4 mmol) was added toluene (7.0 mL) and thionyl chloride (15.0 mL, 0.21 mmol). The reaction was heated to reflux for 3 hours. The reaction was concentrated to give crude compound that was used in the next step. The reactants are CNCC1=CC(=CC=C1)OCSC (Methyl-(3-methylsulfanylmethoxy-benzyl)-amine), OO (H2O2). The solvent is C(C)(=O)O (acetic acid), C(Cl)Cl (CH2Cl2), C(=O)([O-])[O-].[K+].[K+] (K2CO3). Reaction conditions: temperature 0 celsius, time 6 hour. Product: CS(=O)COC=1C=C(CNC)C=CC1 ((3-Methanesulfinylmethoxy-benzyl)-methyl-amine). As a reaction SMILES: [CH3:1][NH:2][CH2:3][C:4]1[CH:9]=[CH:8][CH:7]=[C:6]([O:10][CH2:11][S:12][CH3:13])[CH:5]=1.[OH:14]O>C(O)(=O)C.C(Cl)Cl.C([O-])([O-])=O.[K+].[K+]>[CH3:13][S:12]([CH2:11][O:10][C:6]1[CH:5]=[C:4]([CH:9]=[CH:8][CH:7]=1)[CH2:3][NH:2][CH3:1])=[O:14] |f:4.5.6|. Reported procedure: Compound from step 3 (592 mg, 3.00 mmol) was dissolved in glacial acetic acid (4 mL) and cooled to 0° C. H2O2 (0.34 mL, 3.00 mmol) was added drop-wise. The mixture was allowed to stir for 6 h. The mixture was then diluted with CH2Cl2 and neutralized with K2CO3. The solids were filtered off. The filtrate was dried over Na2SO4 and concentrated in vacuo to give 640 mg (quant) of a yellow crystalline solid. Starting materials: NCCOC1=C2C(=NC=NC2=CC=C1)NC1=CC(=C(C=C1)OCC=1N=CSC1)Cl (5-(2-aminoethoxy)-N-[3-chloro-4-(1,3-thiazol-4-ylmethoxy)phenyl]quinazolin-4-amine), O[C@H]1C(=O)OCC1 ((R)-(+)-α-hydroxy-γ-butyrolactone). Product: ClC=1C=C(C=CC1OCC=1N=CSC1)NC1=NC=NC2=CC=CC(=C12)OCCNC([C@@H](CCO)O)=O ((2R)-N-{2-[(4-{[3-Chloro-4-(1,3-thiazol-4-ylmethoxy)phenyl]amino}quinazolin-5-yl)oxy]ethyl}-2,4-dihydroxybutanamide). Yield: 69.0%. Reaction SMILES: [NH2:1][CH2:2][CH2:3][O:4][C:5]1[CH:14]=[CH:13][CH:12]=[C:11]2[C:6]=1[C:7]([NH:15][C:16]1[CH:21]=[CH:20][C:19]([O:22][CH2:23][C:24]3[N:25]=[CH:26][S:27][CH:28]=3)=[C:18]([Cl:29])[CH:17]=1)=[N:8][CH:9]=[N:10]2.[OH:30][C@@H:31]1[CH2:36][CH2:35][O:34][C:32]1=[O:33]>>[Cl:29][C:18]1[CH:17]=[C:16]([NH:15][C:7]2[C:6]3[C:11](=[CH:12][CH:13]=[CH:14][C:5]=3[O:4][CH2:3][CH2:2][NH:1][C:32](=[O:33])[C@H:31]([OH:30])[CH2:36][CH2:35][OH:34])[N:10]=[CH:9][N:8]=2)[CH:21]=[CH:20][C:19]=1[O:22][CH2:23][C:24]1[N:25]=[CH:26][S:27][CH:28]=1. Procedure details: The procedure described in Example 63 was repeated using 5-(2-aminoethoxy)-N-[3-chloro-4-(1,3-thiazol-4-ylmethoxy)phenyl]quinazolin-4-amine and (R)-(+)-α-hydroxy-γ-butyrolactone to give the title compound in 69% yield; NMR spectrum (DMSO-d6 400 MHz) 1.44-1.55 (m, 1H), 1.73-1.85 (m, 1H), 3.41-3.52 (m, 2H), 3.65-3.77 (m, 2H), 3.93-4.02 (m, 1H), 4.31-4.48 (m, 3H), 5.38 (s, 2H), 5.50 (d, 1H), 7.17 (d, 1H), 7.33 (t, 2H), (7.60 (dd, 1H), 7.74 (t, 1H), 7.83 (s, 1H), 8.02 (s, 1H), 8.20 (t, 1H), 8.48 (s,... Starting materials: COC=1C=C2C=CC(=CC2=CC1)C(C(=O)OC)C (methyl (+)-α-(6-methoxy-2-naphthyl)propionate), C(Cl)(Cl)Cl (CHCl3), Cl (hydrochloric acid), C(OC)COC (dimethoxyethane). Run in O (water). Run at temperature 50 celsius, time 23 hour. Product: COC=1C=C2C=CC(=CC2=CC1)C(C(=O)O)C ((+)-α-(6-methoxy-2-naphthyl)propionic acid). Yield: 57.5%. As a reaction SMILES: [CH3:1][O:2][C:3]1[CH:4]=[C:5]2[C:10](=[CH:11][CH:12]=1)[CH:9]=[C:8]([CH:13]([CH3:18])[C:14]([O:16]C)=[O:15])[CH:7]=[CH:6]2.C(Cl)(Cl)Cl.Cl.C(COC)OC>O>[CH3:1][O:2][C:3]1[CH:4]=[C:5]2[C:10](=[CH:11][CH:12]=1)[CH:9]=[C:8]([CH:13]([CH3:18])[C:14]([OH:16])=[O:15])[CH:7]=[CH:6]2. Reported procedure: A mixture of 90 mg (0.37 mmol) of methyl (+)-α-(6-methoxy-2-naphthyl)propionate having a 100% optical purity [α]D20 +78.2° (CHCl3)], 1 ml of 12N aqueous hydrochloric acid and 1 ml of dimethoxyethane was stirred at 50° C. for 23 hours. After adding 10 ml of water, the mixture was extracted with diethyl ether (8 ml×3), and the extract was washed with water (3 ml), dried over anhydrous magnesium sulfate and concentrated under reduced pressure. The resulting residue was purified by column chromatogr... The reactants are O=[N+]([O-])c1cc(F)cc(CBr)c1, C1CCOC1, CN1CCNCC1, CCN(C(C)C)C(C)C. Yields the product CN1CCN(Cc2cc(F)cc([N+](=O)[O-])c2)CC1. RXN SMILES: [Br:1][CH2:2][c:3]1[cH:4][c:5]([F:12])[cH:6][c:7]([N+:9](=[O:10])[O-:11])[cH:8]1.[CH2:29]1[O:30][CH2:31][CH2:32][CH2:33]1.[CH3:22][N:23]1[CH2:24][CH2:25][NH:26][CH2:27][CH2:28]1.[CH:13]([N:14]([CH2:15][CH3:16])[CH:17]([CH3:18])[CH3:19])([CH3:20])[CH3:21]>>[CH2:2]([c:3]1[cH:4][c:5]([F:12])[cH:6][c:7]([N+:9](=[O:10])[O-:11])[cH:8]1)[N:26]1[CH2:25][CH2:24][N:23]([CH3:22])[CH2:28][CH2:27]1. The reactants are COC=1C=C2C(=CC=NC2=CC1OC)OC1=C(C(=C(N)C=C1)C)C (4-[(6,7-Dimethoxy-4-quinolyl)oxy]-2,3-dimethylaniline), ClC(Cl)(OC(OC(Cl)(Cl)Cl)=O)Cl (triphosgene), C([O-])(O)=O.[Na+] (sodium bicarbonate), CC(CCCCC)O (2-heptanol). Run in C(C)N(CC)CC (triethylamine), C1(=CC=CC=C1)C (toluene), C(Cl)Cl (methylene chloride). Product: COC=1C=C2C(=CC=NC2=CC1OC)OC1=C(C(=C(C=C1)NC(OC(CCCCC)C)=O)C)C (1-Methylhexyl N-{4-[(6,7-dimethoxy-4-quinolyl)oxy]-2,3-dimethylphenyl}carbamate). Yield: 68.1%. As a reaction SMILES: [CH3:1][O:2][C:3]1[CH:4]=[C:5]2[C:10](=[CH:11][C:12]=1[O:13][CH3:14])[N:9]=[CH:8][CH:7]=[C:6]2[O:15][C:16]1[CH:22]=[CH:21][C:19]([NH2:20])=[C:18]([CH3:23])[C:17]=1[CH3:24].Cl[C:26](Cl)([O:28]C(=O)OC(Cl)(Cl)Cl)Cl.[CH3:37][CH:38]([OH:44])[CH2:39][CH2:40][CH2:41][CH2:42][CH3:43].C(=O)(O)[O-].[Na+]>C(Cl)Cl.C(N(CC)CC)C.C1(C)C=CC=CC=1>[CH3:1][O:2][C:3]1[CH:4]=[C:5]2[C:10](=[CH:11][C:12]=1[O:13][CH3:14])[N:9]=[CH:8][CH:7]=[C:6]2[O:15][C:16]1[CH:22]=[CH:21][C:19]([NH:20][C:26](=[O:28])[O:44][CH:38]([CH3:37])[CH2:39][CH2:40][CH2:41][CH2:42][CH3:43])=[C:18]([CH3:23])[C:17]=1[CH3:24] |f:3.4|. Procedure details: 4-[(6,7-Dimethoxy-4-quinolyl)oxy]-2,3-dimethylaniline (50 mg) was added to toluene (5 ml), and triethylamine (0.5 ml), and the mixture was heated under reflux to prepare a solution. A solution of triphosgene (68 mg) in methylene chloride was then added thereto, and the mixture was heated under reflux for 10 min. Next, 2-heptanol (27 mg) was added thereto, and the mixture was further stirred with heating under reflux for 3 hr. A saturated aqueous sodium bicarbonate solution was added to stop the ...